Dataset: the Open Reaction Database (ORD), a public repository of structured organic reaction records. Task: describe an organic reaction: reactants, conditions, products, and yield Reactants: COC(=O)c1ccc(C(=O)N2c3ccccc3C(N(C(C)=O)c3ccccc3)CC2C)cc1, CO, O. Product: CC(=O)N(c1ccccc1)C1CC(C)N(C(=O)c2ccc(C(=O)O)cc2)c2ccccc21. Reaction SMILES: [CH3:1][O:2][C:3]([c:4]1[cH:5][cH:6][c:7]([C:10](=[O:11])[N:12]2[CH:13]([CH3:32])[CH2:14][CH:15]([N:22]([c:23]3[cH:24][cH:25][cH:26][cH:27][cH:28]3)[C:29]([CH3:30])=[O:31])[c:16]3[cH:17][cH:18][cH:19][cH:20][c:21]32)[cH:8][cH:9]1)=[O:33].[CH3:34][OH:35].[OH2:36]>>[O:2]=[C:3]([c:4]1[cH:5][cH:6][c:7]([C:10](=[O:11])[N:12]2[CH:13]([CH3:32])[CH2:14][CH:15]([N:22]([c:23]3[cH:24][cH:25][cH:26][cH:27][cH:28]3)[C:29]([CH3:30])=[O:31])[c:16]3[cH:17][cH:18][cH:19][cH:20][c:21]32)[cH:8][cH:9]1)[OH:33]. Reaction SMILES: [C:1]([Si:2]([CH3:3])([CH3:4])[O:6][CH2:7][CH2:8][CH:9]=[CH:10][P:11]([O:12][CH:13]([CH3:14])[CH3:15])([O:16][CH:17]([CH3:18])[CH3:19])=[O:20])([CH3:5])([CH3:21])[CH3:22].[C:24]([OH:25])(=[O:26])[CH3:27].[OH2:23]>>[OH:6][CH2:7][CH2:8][CH:9]=[CH:10][P:11]([O:12][CH:13]([CH3:14])[CH3:15])([O:16][CH:17]([CH3:18])[CH3:19])=[O:20]. Starting materials: CC(C)OP(=O)(C=CCCO[Si](C)(C)C(C)(C)C)OC(C)C, CC(=O)O, O. Yields the product CC(C)OP(=O)(C=CCCO)OC(C)C. Reactants: C1(CCCC1)N1N=C(C(=C1N)C(=O)N)CC (1-cyclopentyl-3-ethyl-5-amino-1H-pyrazole-4-carboxamide), C(C)OC=1C=NC=CC1C#N (3-ethoxy-4-cyanopyridine), CN(C)C=O (DMF), [H-].[Na+] (sodium hydride). Reaction conditions: time 24 hour. Yields the product C1(CCCC1)N1N=C(C=2C1=NC(=NC2N)C2=C(C=NC=C2)OCC)CC (1-cyclopentyl-3-ethyl-6-(3-ethoxy-4-pyridyl)pyrazolo[3,4-d]pyrimidin-4-amine). Yield: 44.0%. Reaction SMILES: [CH:1]1([N:6]2[C:10]([NH2:11])=[C:9]([C:12]([NH2:14])=O)[C:8]([CH2:15][CH3:16])=[N:7]2)[CH2:5][CH2:4][CH2:3][CH2:2]1.[CH2:17]([O:19][C:20]1[CH:21]=[N:22][CH:23]=[CH:24][C:25]=1[C:26]#N)[CH3:18].[H-].[Na+].C[N:31](C=O)C>>[CH:1]1([N:6]2[C:10]3=[N:11][C:26]([C:25]4[CH:24]=[CH:23][N:22]=[CH:21][C:20]=4[O:19][CH2:17][CH3:18])=[N:14][C:12]([NH2:31])=[C:9]3[C:8]([CH2:15][CH3:16])=[N:7]2)[CH2:5][CH2:4][CH2:3][CH2:2]1 |f:2.3|. Reported procedure: To a mixture of 1-cyclopentyl-3-ethyl-5-amino-1H-pyrazole-4-carboxamide (2.0 g, 9.0 mmol), DMF (30 ml), and 3-ethoxy-4-cyanopyridine (1.47 g, 9.9 mmol) under argon was added sodium hydride (0.43 g, 10.8 mmol). The mixture was stirred at room temperature for 24 hours and the solvent was removed in vacuo. The residue was treated with water, acidified with acetic acid and a precipitate formed which was collected by filtration. The residue was purified by column chromatography on silica eluting with... The reactants are CC1CCNCC1, Cc1ccc(C)cc1, [Na+], [OH-], C=C(CCl)Cc1ccc(-c2ccccc2)cc1. Product: C=C(Cc1ccc(-c2ccccc2)cc1)CN1CCC(C)CC1. As a reaction SMILES: [CH3:18][CH:19]1[CH2:20][CH2:21][NH:22][CH2:23][CH2:24]1.[CH3:27][c:28]1[cH:29][cH:30][c:31]([CH3:32])[cH:33][cH:34]1.[Na+:26].[OH-:25].[c:1]1(-[c:7]2[cH:8][cH:9][c:10]([CH2:11][C:12]([CH2:13][Cl:14])=[CH2:15])[cH:16][cH:17]2)[cH:2][cH:3][cH:4][cH:5][cH:6]1>>[c:1]1(-[c:7]2[cH:8][cH:9][c:10]([CH2:11][C:12]([CH2:13][N:22]3[CH2:21][CH2:20][CH:19]([CH3:18])[CH2:24][CH2:23]3)=[CH2:15])[cH:16][cH:17]2)[cH:2][cH:3][cH:4][cH:5][cH:6]1.